Dataset: the Open Reaction Database (ORD), a public repository of structured organic reaction records. Task: describe an organic reaction: reactants, conditions, products, and yield Reactants: (1R, 5S) 6,6-dimethyl-4(R)-[(S)-ethynyl-(3'-phenoxy-phenyl)-methoxy]-3-oxabicyclo-(3,1,0)-hexan-2-one, C1(=CC=C(C=C1)S(=O)(=O)O)C (p-toluene sulfonic acid), O (water), O1CCOCC1 (dioxane). The product is O(C1=CC=CC=C1)C=1C=C(C=CC1)C(C#C)O (1-(3-phenoxyphenyl)-prop-2yn-1-ol). RXN SMILES: [C:1]1([CH3:11])[CH:6]=[CH:5][C:4](S(O)(=O)=O)=[CH:3][CH:2]=1.[OH2:12].O1[CH2:18][CH2:17][O:16][CH2:15][CH2:14]1>>[O:16]([C:15]1[CH:14]=[C:5]([CH:6]([OH:12])[C:1]#[CH:11])[CH:4]=[CH:3][CH:2]=1)[C:17]1[CH:18]=[CH:3][CH:2]=[CH:1][CH:6]=1. Procedure: A mixture of 10.4 g of (1R, 5S) 6,6-dimethyl-4(R)-[(S)-ethynyl-(3'-phenoxy-phenyl)-methoxy]-3-oxabicyclo-(3,1,0)-hexan-2-one, 1 g of p-toluene sulfonic acid, 80 ml of water and 80 ml of dioxane was refluxed for 2 hours and was evaporated to dryness under reduced pressure. The residue was added to water and the mixture was stirred and was extracted with isopropyl ether. The organic phase was subjected to the usual treatment and was evaporated to dryness under reduced pressure. The 6 g of residue ...